From a dataset of the Open Reaction Database (ORD), a public repository of structured organic reaction records. describe an organic reaction: reactants, conditions, products, and yield The reactants are CN1[C@H]2[C@@H]3CCC([C@H]4[C@@]3(C=3C(=C(C=CC3C2)OC)O4)CC1)=O (17-methyl-4,5α-epoxy-3-methoxymorphinan-6-one), N#N (N2), [OH-].[Na+] (sodium hydroxide), C(=N)(N)S(=O)O (formamidinesulfinic acid). Run in C(C)O (ethanol), CO (methanol). Product: CN1CC[C@]23[C@@H]4[C@H]1CC5=C2C(=C(C=C5)OC)O[C@H]3[C@@H](CC4)O (dihydroisocodeine). As a reaction SMILES: [CH3:1][N:2]1[CH2:21][CH2:20][C@:9]23[C:10]4[C:11]5[O:19][C@H:8]2[C:7](=[O:22])[CH2:6][CH2:5][C@H:4]3[C@H:3]1[CH2:16][C:15]=4[CH:14]=[CH:13][C:12]=5[O:17][CH3:18].[OH-].[Na+].C(S(O)=O)(N)=N.N#N>C(O)C.CO>[CH3:1][N:2]1[C@@H:3]2[CH2:16][C:15]3[CH:14]=[CH:13][C:12]([O:17][CH3:18])=[C:11]4[O:19][C@H:8]5[C@H:7]([OH:22])[CH2:6][CH2:5][C@@H:4]2[C@:9]5([C:10]=34)[CH2:20][CH2:21]1 |f:1.2|. Procedure: 75 mg. (0.25 mmol.) of 17-methyl-4,5α-epoxy-3-methoxymorphinan-6-one is dissolved in 20 ml. of methanol. The resulting solution is treated with 10 ml. of aqueous sodium hydroxide (150 mg.) containing 95 mg. (0.88 mmol.) formamidinesulfinic acid. The resulting mixture is magnetically stirred for one hour at 80° C. under a current of N2. The reaction mixture is thereafter stripped of ethanol and extracted with chloroform. Upon evaporation of chloroform, a residue of dihydroisocodeine is obtained. ... Reactants: OC1=C(C(=O)N)C(=CC=C1)O (2,6-dihydroxybenzamide), C([O-])([O-])=O.[Cs+].[Cs+] (cesium carbonate), CI (methyl iodide). Solvent: CN(C=O)C (dimethylformamide), C(C)(=O)OCC (ethyl acetate), C(C)OCC (diethyl ether). Run at time 36 hour. The product is OC1=C(C(=O)N)C(=CC=C1)OC (2-hydroxy-6-methoxy-benzamide). Yield: 69.6%. Reaction SMILES: [OH:1][C:2]1[CH:10]=[CH:9][CH:8]=[C:7]([OH:11])[C:3]=1[C:4]([NH2:6])=[O:5].[C:12](=O)([O-])[O-].[Cs+].[Cs+].CI>CN(C)C=O.C(OCC)(=O)C.C(OCC)C>[OH:1][C:2]1[CH:10]=[CH:9][CH:8]=[C:7]([O:11][CH3:12])[C:3]=1[C:4]([NH2:6])=[O:5] |f:1.2.3|. Reported procedure: To a solution of 2,6-dihydroxybenzamide (2 g, 12.66 mmol) in dimethylformamide (100 mL) were added cesium carbonate (3.922 g, 12.03 mmol) and methyl iodide (756 μL, 12.03 mmol). The reaction mixture was stirred at room temperature for 36 h and was taken in 200 mL of ethyl acetate and diethyl ether (1:1 ratio). It was washed with water, brine and dried over anhydrous sodium sulfate. The solid was then filtered off, and the filtrate was concentrated in vacuo. Purification of the residue by flash c... Starting materials: BrCC(=O)NC1=CC=CC=C1 (2-bromoacetanilide), NC1=CC=C(C=C1)C (p-toluidine), [O-]P(=O)([O-])[O-].[K+].[K+].[K+] (K3PO4). The reagents and catalysts are C=1C=CC(=CC1)/C=C/C(=O)/C=C/C2=CC=CC=C2.C=1C=CC(=CC1)/C=C/C(=O)/C=C/C2=CC=CC=C2.C=1C=CC(=CC1)/C=C/C(=O)/C=C/C2=CC=CC=C2.[Pd].[Pd] (Pd2(dba)3), C1(CCCCC1)P(C1=C(C=CC=C1)C1=C(C=C(C=C1C(C)C)C(C)C)C(C)C)C1CCCCC1 (2-dicyclohexylphosphino-2′,4′,6′-triisopropylbiphenyl). Conditions: time 18 hour. Yields the product C1(=CC=C(C=C1)NC1=C(C=CC=C1)NC(C)=O)C (N-(2-p-Tolylaminophenyl)acetamide). Yield: 89.1%. Reaction SMILES: Br[CH2:2][C:3]([NH:5][C:6]1[CH:11]=[CH:10][CH:9]=[CH:8][CH:7]=1)=[O:4].[NH2:12][C:13]1[CH:18]=[CH:17][C:16]([CH3:19])=[CH:15][CH:14]=1.[O-]P([O-])([O-])=O.[K+].[K+].[K+]>C1C=CC(/C=C/C(/C=C/C2C=CC=CC=2)=O)=CC=1.C1C=CC(/C=C/C(/C=C/C2C=CC=CC=2)=O)=CC=1.C1C=CC(/C=C/C(/C=C/C2C=CC=CC=2)=O)=CC=1.[Pd].[Pd].C1(P(C2CCCCC2)C2C=CC=CC=2C2C(C(C)C)=CC(C(C)C)=CC=2C(C)C)CCCCC1>[C:16]1([CH3:19])[CH:17]=[CH:18][C:13]([NH:12][C:7]2[CH:8]=[CH:9][CH:10]=[CH:11][C:6]=2[NH:5][C:3](=[O:4])[CH3:2])=[CH:14][CH:15]=1 |f:2.3.4.5,6.7.8.9.10|. Reported procedure: An oven-dried resealable schlenk tube containing a stir bar was charged with Pd2(dba)3 (4.6 mg, 0.005 mmol), 2-dicyclohexylphosphino-2′,4′,6′-triisopropylbiphenyl (19.0 mg, 0.04 mmol), 2-bromoacetanilide (107 mg, 0.5 mmol), p-toluidine (80 mg, 0.75 mmol) and K3PO4 (265 mg, 1.25 mmol). The tube was capped with a rubber septum, evacuated and backfilled with argon. tbutanol (1 mL) was added through the septum via syringe. The septum was replaced with a Teflon screw cap. The schlenk tube was sealed ... Reactants: BrC=1N=CC(=NC1)NC(=O)NC1=C(C=CC(=C1)C)OC (1-(5-bromo-pyrazin-2-yl)-3-(2-methoxy-5-methyl-phenyl)-urea), C[O-].[Na+] (sodium methoxide). Solvent: C(C)(=O)OCC (ethyl acetate), CN1CCCC1=O (N-methyl pyrrolidinone). Conditions: temperature 100 celsius, time 12 hour. Product: COC1=C(C=C(C=C1)C)NC(=O)NC1=NC=C(N=C1)OC (1-(2-Methoxy-5-methyl-phenyl)-3-(5-methoxy-pyrazin-2-yl)-urea). Isolated yield 13.0%. Reaction SMILES: Br[C:2]1[N:3]=[CH:4][C:5]([NH:8][C:9]([NH:11][C:12]2[CH:17]=[C:16]([CH3:18])[CH:15]=[CH:14][C:13]=2[O:19][CH3:20])=[O:10])=[N:6][CH:7]=1.[CH3:21][O-:22].[Na+]>CN1C(=O)CCC1.C(OCC)(=O)C>[CH3:20][O:19][C:13]1[CH:14]=[CH:15][C:16]([CH3:18])=[CH:17][C:12]=1[NH:11][C:9]([NH:8][C:5]1[CH:4]=[N:3][C:2]([O:22][CH3:21])=[CH:7][N:6]=1)=[O:10] |f:1.2|. Reported procedure: To a stirred solution of 1-(5-bromo-pyrazin-2-yl)-3-(2-methoxy-5-methyl-phenyl)-urea (47 mg; 0.14 mmol) in N-methyl pyrrolidinone (300 μL) was added sodium methoxide (0.5 mmol). The reaction was heated to 100° C. After stirring for 12 hours, the reaction was cooled to room temperature, diluted with 30 mL of ethyl acetate and washed with aqueous 10% sodium carbonate (1×30 mL), brine (30 mL), then dried (MgSO4), and filtered. The crude product was purified using a 0.5 mm prep plate eluting with he... The reactants are COc1ccc2c(=O)c3oc4c5ccccc5ccc4c3oc2c1, CO, ClCCl, O. Product: O=c1c2ccc(O)cc2oc2c1oc1c3ccccc3ccc21. As a reaction SMILES: [CH3:1][O:2][c:3]1[cH:4][cH:5][c:6]2[c:7]([o:8][c:9]3[c:10]4[cH:11][cH:12][c:13]5[c:14]([c:15]4[o:16][c:17]3[c:18]2=[O:19])[cH:20][cH:21][cH:22][cH:23]5)[cH:24]1.[CH3:26][OH:27].[Cl:28][CH2:29][Cl:30].[OH2:25]>>[OH:2][c:3]1[cH:4][cH:5][c:6]2[c:7]([o:8][c:9]3[c:10]4[cH:11][cH:12][c:13]5[c:14]([c:15]4[o:16][c:17]3[c:18]2=[O:19])[cH:20][cH:21][cH:22][cH:23]5)[cH:24]1. Yield: 66.0%. The reagents and catalysts are C1=CC=C(C=C1)[PH+](C2=CC=CC=C2)[C]3[CH][CH][CH][CH]3.C1=CC=C(C=C1)[PH+](C2=CC=CC=C2)[C]3[CH][CH][CH][CH]3.C(Cl)Cl.Cl[Pd]Cl.[Fe] (dichloro[1,1′-bis(diphenyl-phoshino)ferrocene]palladium(II) dichloromethane adduct). The product is OC(C=1C=C(C=CC1)C=1C=C2C(=NC1)N(N=C2C2=C(C=CC=C2)OC)COC(C(C)(C)C)=O)C2=NC=CC=C2C(F)(F)F (2,2-dimethyl-propionic acid 5-{3-[hydroxy-(3-trifluoromethyl-pyridin-2-yl)-methyl]-phenyl}-3-(2-methoxy-phenyl)-pyrazolo[3,4-b]pyridin-1-ylmethyl ester). Reported procedure: 465 mg (1.00 mmol) of 2,2-dimethyl-propionic acid 3-(2-methoxy-phenyl)-5-(4,4,5,5-tetramethyl-[1,3,2]dioxaborolan-2-yl)-pyrazolo[3,4-b]pyridin-1-ylmethyl ester, 50 mg (61 μmol) of dichloro[1,1′-bis(diphenyl-phoshino)ferrocene]palladium(II) dichloromethane adduct and 340 mg (1.02 mmol) of (3-bromo-phenyl)-(3-trifluoromethyl-pyridin-2-yl)-methanol were place in a microwave vial. 8 mL of acetonitrile, 3 mL of toluene and 8 mL of a saturated aqueous solution of sodium bicarbonate were added. The via... Reaction conditions: temperature 65 celsius. The reactants are COC1=C(C=CC=C1)C1=NN(C2=NC=C(C=C21)B2OC(C(O2)(C)C)(C)C)COC(C(C)(C)C)=O (2,2-dimethyl-propionic acid 3-(2-methoxy-phenyl)-5-(4,4,5,5-tetramethyl-[1,3,2]dioxaborolan-2-yl)-pyrazolo[3,4-b]pyridin-1-ylmethyl ester), BrC=1C=C(C=CC1)C(O)C1=NC=CC=C1C(F)(F)F ((3-bromo-phenyl)-(3-trifluoromethyl-pyridin-2-yl)-methanol), C(C)#N (acetonitrile), saturated aqueous solution, C([O-])(O)=O.[Na+] (sodium bicarbonate), C([O-])(O)=O.[Na+] (sodium bicarbonate). The solvent is ClCCl (dichloromethane), C1(=CC=CC=C1)C (toluene). As a reaction SMILES: [CH3:1][O:2][C:3]1[CH:8]=[CH:7][CH:6]=[CH:5][C:4]=1[C:9]1[C:17]2[C:12](=[N:13][CH:14]=[C:15](B3OC(C)(C)C(C)(C)O3)[CH:16]=2)[N:11]([CH2:27][O:28][C:29](=[O:34])[C:30]([CH3:33])([CH3:32])[CH3:31])[N:10]=1.Br[C:36]1[CH:37]=[C:38]([CH:42]([C:44]2[C:49]([C:50]([F:53])([F:52])[F:51])=[CH:48][CH:47]=[CH:46][N:45]=2)[OH:43])[CH:39]=[CH:40][CH:41]=1.C(#N)C.C(=O)(O)[O-].[Na+]>C1C=CC([PH+]([C]2[CH][CH][CH][CH]2)C2C=CC=CC=2)=CC=1.C1C=CC([PH+]([C]2[CH][CH][CH][CH]2)C2C=CC=CC=2)=CC=1.C(Cl)Cl.Cl[Pd]Cl.[Fe].ClCCl.C1(C)C=CC=CC=1>[OH:43][CH:42]([C:44]1[C:49]([C:50]([F:53])([F:51])[F:52])=[CH:48][CH:47]=[CH:46][N:45]=1)[C:38]1[CH:37]=[C:36]([C:15]2[CH:16]=[C:17]3[C:9]([C:4]4[CH:5]=[CH:6][CH:7]=[CH:8][C:3]=4[O:2][CH3:1])=[N:10][N:11]([CH2:27][O:28][C:29](=[O:34])[C:30]([CH3:31])([CH3:32])[CH3:33])[C:12]3=[N:13][CH:14]=2)[CH:41]=[CH:40][CH:39]=1 |f:3.4,5.6.7.8.9,^1:66,67,68,69,70,84,85,86,87,88|. The reactants are O1C(CCCC1)OC1=CC=C(C=C1)Br (4-(tetrahydropyran-2-yloxy)-1-bromobenzene), [Mg] (magnesium), O1C(CCCC1)OCCCCCCCCCCCBr (11-(tetrahydropyran-2-yloxy)-1-bromoundecane), O1C(CCCC1)OC1=CC=C(C=C1)[Mg]Br (4-(tetrahydropyran-2-yloxy)phenyl magnesium bromide). The reagents and catalysts are Cl[Cu] (CuCl). Run in C(C)OCC (diethyl ether), O1CCCC1 (tetrahydrofuran). Yields the product OCCCCCCCCCCCC1=CC=C(C=C1)O (4-(11-hydroxyundecyl)phenol). The yield is 36.0%. Reaction SMILES: O1CCCCC1[O:7][CH2:8][CH2:9][CH2:10][CH2:11][CH2:12][CH2:13][CH2:14][CH2:15][CH2:16][CH2:17][CH2:18]Br.O1CCCCC1[O:26][C:27]1[CH:32]=[CH:31][C:30]([Mg]Br)=[CH:29][CH:28]=1.O1CCCCC1OC1C=CC(Br)=CC=1.[Mg]>O1CCCC1.Cl[Cu].C(OCC)C>[OH:7][CH2:8][CH2:9][CH2:10][CH2:11][CH2:12][CH2:13][CH2:14][CH2:15][CH2:16][CH2:17][CH2:18][C:30]1[CH:29]=[CH:28][C:27]([OH:26])=[CH:32][CH:31]=1. Procedure: 0.4 g of CuCl and 29 g of 11-(tetrahydropyran-2-yloxy)-1-bromoundecane (B) were added to a filtered solution of 4-(tetrahydropyran-2-yloxy)phenyl magnesium bromide (A), prepared from 20.0 g of 4-(tetrahydropyran-2-yloxy)-1-bromobenzene and 3.16 g of magnesium, in 100 ml of tetrahydrofuran. After refluxing for 2 days, the reaction mixture was mixed with 100 ml of diethyl ether, followed by extraction with 100 ml of a saturated NH4Cl solution. After evaporation, the intermediate product C was refl...